From a dataset of the Open Reaction Database (ORD), a public repository of structured organic reaction records. describe an organic reaction: reactants, conditions, products, and yield Reactants: ClC(C(C)=O)CCCl (3,5-dichloro-2-pentanone), C(#N)[S-].[Na+] (sodium rhodanide). Run in CC(=O)CC (methyl-ethyl-ketone). The product is S(C#N)C(C(C)=O)CCCl (3-thiocyanato-5-chloro-2-pentanone). Yield: 96.3%. Reaction SMILES: Cl[CH:2]([CH2:6][CH2:7][Cl:8])[C:3](=[O:5])[CH3:4].[C:9]([S-:11])#[N:10].[Na+]>CC(CC)=O>[S:11]([CH:2]([CH2:6][CH2:7][Cl:8])[C:3](=[O:5])[CH3:4])[C:9]#[N:10] |f:1.2|. Procedure details: A solution of 155.5 g (1 mole) of 3,5-dichloro-2-pentanone with 83 g (1.024 moles) of sodium rhodanide in 1 litre of methyl-ethyl-ketone is boiled for 1 hour under stirring. Then the procedure described in Example 1 is followed. 171 g (96.2%) of 3-thiocyanato-5-chloro-2-pentanone are obtained, which after distillation identical in all respect with the product of Example 1.